This data is from the Open Reaction Database (ORD), a public repository of structured organic reaction records. The task is: describe an organic reaction: reactants, conditions, products, and yield The reactants are Cl.C(C)N(CCCCOC1=CC=C(C=C1)\C(=C(\Cl)/C1=CC=CC=C1)\C1=CC=CC=C1)CC ((E)-1-[4-(4-diethylaminobutoxy)phenyl]-1,2-diphenyl-2-chloro-ethylene hydrochloride salt), C(CC(O)(C(=O)O)CC(=O)O)(=O)O (citric acid), C(C)(=O)OCC (ethyl acetate), [OH-].[Na+] (sodium hydroxide). Run in CC(=O)C (acetone), O (water), CC(=O)C (acetone). Reaction conditions: time 18 hour. Yields the product C(CC(O)(C(=O)O)CC(=O)O)(=O)O.C(C)N(CCCCOC1=CC=C(C=C1)\C(=C(\Cl)/C1=CC=CC=C1)\C1=CC=CC=C1)CC ((E)-1-[4-(4-Diethylaminobutoxy)phenyl]-1,2-diphenyl-2-chloro-ethylene citrate salt). RXN SMILES: Cl.[CH2:2]([N:4]([CH2:31][CH3:32])[CH2:5][CH2:6][CH2:7][CH2:8][O:9][C:10]1[CH:15]=[CH:14][C:13](/[C:16](/[C:25]2[CH:30]=[CH:29][CH:28]=[CH:27][CH:26]=2)=[C:17](\[C:19]2[CH:24]=[CH:23][CH:22]=[CH:21][CH:20]=2)/[Cl:18])=[CH:12][CH:11]=1)[CH3:3].C(OCC)(=O)C.[OH-].[Na+].[C:41]([OH:53])(=[O:52])[CH2:42][C:43]([CH2:48][C:49]([OH:51])=[O:50])([C:45]([OH:47])=[O:46])[OH:44]>O.CC(C)=O>[C:41]([OH:53])(=[O:52])[CH2:42][C:43]([CH2:48][C:49]([OH:51])=[O:50])([C:45]([OH:47])=[O:46])[OH:44].[CH2:31]([N:4]([CH2:2][CH3:3])[CH2:5][CH2:6][CH2:7][CH2:8][O:9][C:10]1[CH:15]=[CH:14][C:13](/[C:16](/[C:25]2[CH:30]=[CH:29][CH:28]=[CH:27][CH:26]=2)=[C:17](\[C:19]2[CH:20]=[CH:21][CH:22]=[CH:23][CH:24]=2)/[Cl:18])=[CH:12][CH:11]=1)[CH3:32] |f:0.1,3.4,8.9|. Procedure: Combine (E)-1-[4-(4-diethylaminobutoxy)phenyl]-1,2-diphenyl-2-chloro-ethylene hydrochloride salt (138.4 g, 0.294 mol) and ethyl acetate (75 L). Add with stirring a solution of sodium hydroxide (3.0 kg, 75 mol) in water (20 L). After dissolution, separate the layers, dry the organic layer over MgSO4, filter, and evaporate in vacuo to give a residue. Combine the residue and acetone (80 L). Filter and combine the filtrate with a solution of citric acid (3.6 kg, 18.8 mol) in acetone (20 L) and stir ... The reactants are N12C[C@@H](C(CC1)CC2)NCCN2C=CC1=CC=CC(=C21)C(=O)[O-].[Li+] (lithium (R)-1-(2-(quinuclidin-3-ylamino)ethyl)-1H-indole-7-carboxylate), C(C)(C)N(C(C)C)CC (N,N-diisopropylethylamine), CN(C=O)C (N,N-dimethylformamide), CCCP1(=O)OP(=O)(OP(=O)(O1)CCC)CCC (1-propanephosphonic acid cyclic anhydride). Reaction conditions: time 17 hour. Yields the product N12CC(C(CC1)CC2)[C@@H]2C(N1C=CC3=CC=CC(=C13)CN2)=O ((R)-2-(quinuclidin-3-yl)-3,4-dihydro-[1,4]diazepino[6,7,1-hi]indol-1(2H)-one). Reaction SMILES: N12CCC(CC1)[C@@H]([NH:9][CH2:10][CH2:11][N:12]1[C:20]3[C:15](=[CH:16][CH:17]=[CH:18][C:19]=3[C:21]([O-])=O)[CH:14]=[CH:13]1)C2.[Li+].[CH:25]([N:28](CC)[CH:29]([CH3:31])C)(C)[CH3:26].CCCP1(OP(CCC)(=O)OP([CH2:49][CH2:50][CH3:51])(=O)O1)=O.CN(C)C=[O:55]>>[N:28]12[CH2:49][CH2:50][CH:51]([CH2:31][CH2:29]1)[CH:26]([C@H:10]1[NH:9][CH2:21][C:19]3=[C:20]4[C:15](=[CH:16][CH:17]=[CH:18]3)[CH:14]=[CH:13][N:12]4[C:11]1=[O:55])[CH2:25]2 |f:0.1|. Procedure: To a stirred solution of crude lithium (R)-1-(2-(quinuclidin-3-ylamino)ethyl)-1H-indole-7-carboxylate from Step D above in N,N-dimethylformamide (10 mL) was added N,N-diisopropylethylamine (2.3 mL, 13.8 mmol) followed by 1-propanephosphonic acid cyclic anhydride (T3P) (4.1 mL, 13.8 mmol) at room temperature and the mixture was stirred for 17 h. The reaction was quenched with water, extracted with methylene chloride (3×), washed with brine, dried over sodium sulfate, filtered, and concentrated un... Starting materials: CCN1CCN(Cc2ccc(C(=O)Cl)cc2C(F)(F)F)CC1, Cc1ccc(N)cc1Nc1cc(-c2cccnc2)ccn1, CC#N, CN(C)c1ccncc1, CCN(C(C)C)C(C)C, Cl, Cl, O. Yields the product CCN1CCN(Cc2ccc(C(=O)Nc3ccc(C)c(Nc4cc(-c5cccnc5)ccn4)c3)cc2C(F)(F)F)CC1. Reaction SMILES: [CH2:33]([CH3:34])[N:35]1[CH2:36][CH2:37][N:38]([CH2:41][c:42]2[c:43]([C:51]([F:52])([F:53])[F:54])[cH:44][c:45]([C:46](=[O:47])[Cl:48])[cH:49][cH:50]2)[CH2:39][CH2:40]1.[CH3:1][c:2]1[c:3]([NH:9][c:10]2[n:11][cH:12][cH:13][c:14](-[c:16]3[cH:17][n:18][cH:19][cH:20][cH:21]3)[cH:15]2)[cH:4][c:5]([NH2:6])[cH:7][cH:8]1.[CH3:56][C:57]#[N:58].[CH3:59][N:60]([CH3:61])[c:62]1[cH:63][cH:64][n:65][cH:66][cH:67]1.[CH:22]([N:23]([CH:24]([CH3:25])[CH3:26])[CH2:27][CH3:28])([CH3:29])[CH3:30].[ClH:31].[ClH:32].[OH2:55]>>[CH3:1][c:2]1[c:3]([NH:9][c:10]2[n:11][cH:12][cH:13][c:14](-[c:16]3[cH:17][n:18][cH:19][cH:20][cH:21]3)[cH:15]2)[cH:4][c:5]([NH:6][C:46]([c:45]2[cH:44][c:43]([C:51]([F:52])([F:53])[F:54])[c:42]([CH2:41][N:38]3[CH2:37][CH2:36][N:35]([CH2:33][CH3:34])[CH2:40][CH2:39]3)[cH:50][cH:49]2)=[O:47])[cH:7][cH:8]1.